This data is from the Open Reaction Database (ORD), a public repository of structured organic reaction records. The task is: describe an organic reaction: reactants, conditions, products, and yield Reactants: C([O-])([O-])=O.[Na+].[Na+] (sodium carbonate), C(C(=C)CC(=O)O)(=O)O (itaconic acid), BrBr (bromine), C(O)([O-])=O.[Na+] (sodium hydrogen carbonate). The solvent is O (water), O (water). Reaction conditions: temperature 30 celsius, time 15 minute. Product: O=C1C=C(CO1)C(=O)[O-].[Na+] (Sodium 5-oxo-2,5-dihydrofuran-3-carboxylate). Yield: 56.0%. Reaction SMILES: [C:1]([OH:9])(=[O:8])[C:2]([CH2:4][C:5]([OH:7])=[O:6])=[CH2:3].BrBr.C(=O)([O-])O.[Na+:16].C(=O)([O-])[O-].[Na+].[Na+]>O>[O:6]=[C:5]1[O:7][CH2:3][C:2]([C:1]([O-:9])=[O:8])=[CH:4]1.[Na+:16] |f:2.3,4.5.6,8.9|. Procedure: To a solution of itaconic acid (26.0 g) in water (35 ml) was added dropwise bromine (10.3 ml) at room temperature while keeping a temperature of the reaction solution below 45° C., and then the mixture was stirred at 30° C. for 15 minutes. To this reaction solution was added portionwise sodium hydrogen carbonate (33.6 g), and then the mixture was heated to 55° C. To this reaction solution was added dropwise a solution of sodium carbonate (10.6 g) in water (15 ml), and then the mixture was stirre... The reactants are CN(C1CCC(CC1)NC1=NC=NC=2SC=3CCCC3C12)CC1=CC=C(C(=O)OC)C=C1 (methyl 4-([methyl[4-([7-thia-9,11-diazatricyclo[6.4.0.0^[2,6]]dodeca-1(8),2(6),9,11-tetraen-12-yl]amino)cyclohexyl]amino]methyl)benzoate), CO (methanol), [OH-].[Na+] (sodium hydroxide). Run in O (water). Reaction conditions: temperature 50 celsius, time 2 hour. Product: CN(C1CCC(CC1)NC1=NC=NC=2SC=3CCCC3C12)CC1=CC=C(C(=O)O)C=C1 (4-([methyl[4-([7-thia-9,11-diazatricyclo[6.4.0.0^[2,6]]dodeca-1(8),2(6),9,11-tetraen-12-yl]amino)cyclohexyl]amino]methyl)benzoic acid). Yield: 206.4%. As a reaction SMILES: [CH3:1][N:2]([CH2:22][C:23]1[CH:32]=[CH:31][C:26]([C:27]([O:29]C)=[O:28])=[CH:25][CH:24]=1)[CH:3]1[CH2:8][CH2:7][CH:6]([NH:9][C:10]2[C:21]3[C:20]4[CH2:19][CH2:18][CH2:17][C:16]=4[S:15][C:14]=3[N:13]=[CH:12][N:11]=2)[CH2:5][CH2:4]1.CO.[OH-].[Na+]>O>[CH3:1][N:2]([CH2:22][C:23]1[CH:32]=[CH:31][C:26]([C:27]([OH:29])=[O:28])=[CH:25][CH:24]=1)[CH:3]1[CH2:4][CH2:5][CH:6]([NH:9][C:10]2[C:21]3[C:20]4[CH2:19][CH2:18][CH2:17][C:16]=4[S:15][C:14]=3[N:13]=[CH:12][N:11]=2)[CH2:7][CH2:8]1 |f:2.3|. Procedure details: A mixture of methyl 4-([methyl[4-([7-thia-9,11-diazatricyclo[6.4.0.0^[2,6]]dodeca-1(8),2(6),9,11-tetraen-12-yl]amino)cyclohexyl]amino]methyl)benzoate (500 mg, 1.11 mmol, 1.00 equiv), methanol (20 mL), sodium hydroxide (89 mg, 2.23 mmol, 2.00 equiv) and water (2 mL) was stirred for 2 h at 50° C. in an oil bath. The resulting mixture was concentrated under vacuum. The pH value of the solution was adjusted to 1 with hydrogen chloride (12 mol/L). The resulting mixture was concentrated under vacuum t...